This data is from the Open Reaction Database (ORD), a public repository of structured organic reaction records. The task is: describe an organic reaction: reactants, conditions, products, and yield Product: COc1ccc(-c2cc3c(n2-c2ccccc2Cl)CCN(S(C)(=O)=O)C3)cc1. Starting materials: CS(=O)(=O)Cl, COc1ccc(-c2cc3c(n2-c2ccccc2Cl)CCNC3)cc1, ClCCl. RXN SMILES: [CH3:25][S:26]([Cl:27])(=[O:28])=[O:29].[Cl:1][c:2]1[c:3](-[n:8]2[c:9](-[c:17]3[cH:18][cH:19][c:20]([O:23][CH3:24])[cH:21][cH:22]3)[cH:10][c:11]3[c:16]2[CH2:15][CH2:14][NH:13][CH2:12]3)[cH:4][cH:5][cH:6][cH:7]1.[Cl:30][CH2:31][Cl:32]>>[Cl:1][c:2]1[c:3](-[n:8]2[c:9](-[c:17]3[cH:18][cH:19][c:20]([O:23][CH3:24])[cH:21][cH:22]3)[cH:10][c:11]3[c:16]2[CH2:15][CH2:14][N:13]([S:26]([CH3:25])(=[O:28])=[O:29])[CH2:12]3)[cH:4][cH:5][cH:6][cH:7]1. The reactants are FC1=C(C=CC(=C1)F)C1=NC(=NC=N1)NC1=CC(=CC=C1)CS(=O)(=O)C (4-(2,4-difluorophenyl)-N-{3-[(methylsulfonyl)methyl]phenyl}-1,3,5-triazin-2-amine), intermediate 42.1, COC=1C=C(CO)C=CC1 (3-methoxybenzyl alcohol). Product: FC1=CC(=C(C=C1)C1=NC(=NC=N1)NC1=CC(=CC=C1)CS(=O)(=O)C)OCC1=CC(=CC=C1)OC (4-{4-Fluoro-2-[(3-methoxybenzyl)oxy]phenyl}-N-{3-[(methylsulfonyl)methyl]phenyl}-1,3,5-triazin-2-amine). RXN SMILES: F[C:2]1[CH:7]=[C:6]([F:8])[CH:5]=[CH:4][C:3]=1[C:9]1[N:14]=[CH:13][N:12]=[C:11]([NH:15][C:16]2[CH:21]=[CH:20][CH:19]=[C:18]([CH2:22][S:23]([CH3:26])(=[O:25])=[O:24])[CH:17]=2)[N:10]=1.[CH3:27][O:28][C:29]1[CH:30]=[C:31]([CH:34]=[CH:35][CH:36]=1)[CH2:32][OH:33]>>[F:8][C:6]1[CH:5]=[CH:4][C:3]([C:9]2[N:14]=[CH:13][N:12]=[C:11]([NH:15][C:16]3[CH:21]=[CH:20][CH:19]=[C:18]([CH2:22][S:23]([CH3:26])(=[O:25])=[O:24])[CH:17]=3)[N:10]=2)=[C:2]([O:33][CH2:32][C:31]2[CH:34]=[CH:35][CH:36]=[C:29]([O:28][CH3:27])[CH:30]=2)[CH:7]=1. Reported procedure: Starting with 4-(2,4-difluorophenyl)-N-{3-[(methylsulfonyl)methyl]phenyl}-1,3,5-triazin-2-amine (75 mg; 0.197 mmol), intermediate 42.1, and 3-methoxybenzyl alcohol (111 mg; 0.789 mmol), example 70 was prepared analogously to the procedure for the preparation of example 42. The reactants are Cl.FC=1C=C(CN2N=CC(=C2)C2=CN(C3=NC=C(C=C32)C3=CC=C(C=C3)C3CCNCC3)S(=O)(=O)C3=CC=C(C)C=C3)C=CC1 (3-(1-(3-fluorobenzyl)-1H-pyrazol-4-yl)-5-(4-(piperidin-4-yl)phenyl)-1-tosyl-1H-pyrrolo[2,3-b]pyridine hydrochloride), FC=1C=C(CN2N=CC(=C2)C2=CN(C3=NC=C(C=C32)C=3C=CC(=NC3)N3CCN(CC3)CC#N)S(=O)(=O)C3=CC=C(C)C=C3)C=CC1 (2-(4-(5-(3-(1-(3-fluorobenzyl)-1H-pyrazol-4-yl)-1-tosyl-1H-pyrrolo[2,3-b]pyridin-5-yl)pyridin-2-yl)piperazin-1-yl) acetonitrile), [OH-].[Li+] (lithium hydroxide). Run in C1CCOC1.CO.O (THF methanol water). The product is FC=1C=C(CN2N=CC(=C2)C2=CNC3=NC=C(C=C32)C=3C=CC(=NC3)N3CCN(CC3)CC#N)C=CC1 (2-(4-(5-(3-(1-(3-fluorobenzyl)-1H-pyrazol-4-yl)-1H-pyrrolo[2,3-b]pyridin-5-yl)pyridin-2-yl)piperazin-1-yl)acetonitrile). The yield is 33.1%. As a reaction SMILES: Cl.FC1C=C(C=CC=1)CN1C=C(C2C3C(=NC=C(C4C=CC(C5CCNCC5)=CC=4)C=3)N(S(C3C=CC(C)=CC=3)(=O)=O)C=2)C=N1.[F:46][C:47]1[CH:48]=[C:49]([CH:90]=[CH:91][CH:92]=1)[CH2:50][N:51]1[CH:55]=[C:54]([C:56]2[C:64]3[C:59](=[N:60][CH:61]=[C:62]([C:65]4[CH:66]=[CH:67][C:68]([N:71]5[CH2:76][CH2:75][N:74]([CH2:77][C:78]#[N:79])[CH2:73][CH2:72]5)=[N:69][CH:70]=4)[CH:63]=3)[N:58](S(C3C=CC(C)=CC=3)(=O)=O)[CH:57]=2)[CH:53]=[N:52]1.[OH-].[Li+]>C1COCC1.CO.O>[F:46][C:47]1[CH:48]=[C:49]([CH:90]=[CH:91][CH:92]=1)[CH2:50][N:51]1[CH:55]=[C:54]([C:56]2[C:64]3[C:59](=[N:60][CH:61]=[C:62]([C:65]4[CH:66]=[CH:67][C:68]([N:71]5[CH2:72][CH2:73][N:74]([CH2:77][C:78]#[N:79])[CH2:75][CH2:76]5)=[N:69][CH:70]=4)[CH:63]=3)[NH:58][CH:57]=2)[CH:53]=[N:52]1 |f:0.1,3.4,5.6.7|. Reported procedure: Using similar reaction conditions as described in step-iii of example-1, 2-(4-(5-(3-(1-(3-fluorobenzyl)-1H-pyrazol-4-yl)-1-tosyl-1H-pyrrolo[2,3-b]pyridin-5-yl)pyridin-2-yl)piperazin-1-yl) acetonitrile (60 mg, 0.092 mmol) was hydrolyzed by lithium hydroxide (8 mg, 0.185 mmol) in THF/methanol/water (5/1/1 ml) to yield 15 mg (33.3% yield) of the titled compound. 1H NMR (CDCl3, 400 MHz): δ 9.19 (s, 1H), 8.50-8.47 (dd, 2H), 8.128-8.123 (d, 1H), 7.86 (s, 1H), 7.79-7.76 (dd, 1H), 7.70 (s, 1H), 7.447-7.... Starting materials: ClCl (Chlorine), [N+](=O)([O-])C1=C(N)C=CC(=C1)OC(F)(F)F (2-nitro-4-trifluoromethoxy-aniline), ClCl (Chlorine). The solvent is petroleum ether, C(Cl)(Cl)(Cl)Cl (carbon tetrachloride), C(Cl)(Cl)(Cl)Cl (carbon tetrachloride), C(C)(=O)OCC (ethyl acetate). The product is ClC1=C(N)C(=CC(=C1)OC(F)(F)F)[N+](=O)[O-] (2-chloro-4-trifluoromethoxy-6-nitroaniline). RXN SMILES: [Cl:1]Cl.[N+:3]([C:6]1[CH:12]=[C:11]([O:13][C:14]([F:17])([F:16])[F:15])[CH:10]=[CH:9][C:7]=1[NH2:8])([O-:5])=[O:4]>C(Cl)(Cl)(Cl)Cl.C(OCC)(=O)C>[Cl:1][C:9]1[CH:10]=[C:11]([O:13][C:14]([F:15])([F:16])[F:17])[CH:12]=[C:6]([N+:3]([O-:5])=[O:4])[C:7]=1[NH2:8]. Procedure: Chlorine gas was passed through a solution of 2-nitro-4-trifluoromethoxy-aniline (14.5g) in carbon tetrachloride (175ml). The stirred mixture became solid, and more carbon tetrachloride (50ml) was added. Chlorine gas was passed through the reaction mixture until thin layer chromatography on silica gel, using petroleum ether (boiling range 60-80° C.) containing ethyl acetate (30% by volume) as eluent, demonstrated the absence of starting material. Evaporation of the solvent under reduced pressure... Conditions: time 1 hour. Procedure details: In a 100 ml round flask, 2.31 g (14.1 mmol) of 3-formyl-benzoic acid methyl ester are dissolved in 25 ml of water and 45 ml of methanol and cooled to 0° C. After reaching this temperature, 980 mg (14.1 mmol) of hydroxylamine hydrochloride are added and the mixture stirred for 1 h under warming to room temperature. Then, the mixture is poured onto water and extracted twice with ethyl acetate. The organic layers are dried with brine and over Na2SO4 and concentrated. This yields the title compound ... Reaction SMILES: [CH3:1][O:2][C:3](=[O:12])[C:4]1[CH:9]=[CH:8][CH:7]=[C:6]([CH:10]=O)[CH:5]=1.CO.Cl.[NH2:16][OH:17]>O>[CH3:1][O:2][C:3](=[O:12])[C:4]1[CH:9]=[CH:8][CH:7]=[C:6]([CH:10]=[N:16][OH:17])[CH:5]=1 |f:2.3|. The product is COC(C1=CC(=CC=C1)C=NO)=O (3-(Hydroxyimino-methyl)-benzoic acid methyl ester). The reactants are CO (methanol), COC(C1=CC(=CC=C1)C=O)=O (3-formyl-benzoic acid methyl ester), Cl.NO (hydroxylamine hydrochloride). The solvent is O (water). The product is FC1=NC=C(C=C1C(=O)N(C)OC)F (2,5-Difluoro-N-methoxy-N-methylpyridine-3-carboxamide). Starting materials: C(C)(=O)OCC (Ethyl acetate), FC1=NC=C(C=C1C(=O)O)F (2,5-difluoropyridine-3-carboxylic acid), Cl.C(C)N=C=NCCCN(C)C (1-ethyl-3-(3-dimethylaminopropyl)carbodiimide hydrochloride), Cl.CNOC (N,O-dimethylhydroxylamine hydrochloride). The reagents and catalysts are ON1N=NC2=C1C=CC=C2 (1-hydroxybenzotriazole). Conditions: time 8 hour. Isolated yield 63.5%. Procedure details: To a solution of 2,5-difluoropyridine-3-carboxylic acid (3.00 g), 1-ethyl-3-(3-dimethylaminopropyl)carbodiimide hydrochloride (4.34 g), 1-hydroxybenzotriazole (127 mg), and N,O-dimethylhydroxylamine hydrochloride (1.93 g) in N,N-dimethylformamide (30 ml), diisopropylethylamine (7.42 ml) was added, and the mixture was stirred overnight at room temperature. Ethyl acetate and water were added to the reaction solution to separate the aqueous and organic layers. The aqueous layer was subjected to ext... RXN SMILES: [F:1][C:2]1[C:7]([C:8](O)=[O:9])=[CH:6][C:5]([F:11])=[CH:4][N:3]=1.Cl.C(N=C=NCCCN(C)C)C.Cl.[CH3:25][NH:26][O:27][CH3:28].C(OCC)(=O)C>CN(C)C=O.C(N(C(C)C)CC)(C)C.ON1C2C=CC=CC=2N=N1.O>[F:1][C:2]1[C:7]([C:8]([N:26]([O:27][CH3:28])[CH3:25])=[O:9])=[CH:6][C:5]([F:11])=[CH:4][N:3]=1 |f:1.2,3.4|. Run in O (water), CN(C=O)C (N,N-dimethylformamide), C(C)(C)N(CC)C(C)C (diisopropylethylamine). Reactants: FC=1C=C2NCC(NC2=CC1)=O (6-Fluoro-1,2,3,4-tetrahydroquinoxalin-2-one), C(C)(C)N(CC)C(C)C (diisopropylethylamine), C1CCOC1 (THF), ClC(=O)OC (methyl chloroformate). The solvent is O (water). Run at time 35 minute. The product is CN1C(CN(C2=CC(=CC=C12)F)C(=O)OC)=O (methyl 6-fluoro-1,2,3,4-tetrahydro-4-(methoxycarbonyl) quinoxaline-2-one). RXN SMILES: [F:1][C:2]1[CH:3]=[C:4]2[C:9](=[CH:10][CH:11]=1)[NH:8][C:7](=[O:12])[CH2:6][NH:5]2.C(N(C(C)C)CC)(C)C.[CH2:22]1COCC1.Cl[C:28]([O:30][CH3:31])=[O:29]>O>[CH3:22][N:8]1[C:9]2[C:4](=[CH:3][C:2]([F:1])=[CH:11][CH:10]=2)[N:5]([C:28]([O:30][CH3:31])=[O:29])[CH2:6][C:7]1=[O:12]. Procedure: To a mixture of 1.97 g of 6-fluoro-1,2,3,4-tetrahydroquinoxalin-2-one (EXAMPLE 6), 3.1 ml of diisopropylethylamine, and 11 ml of THF is added 1.4 ml of methyl chloroformate. The reaction is cooled with cool tap water as an exotherm ensued. After 35 min, the mixture is partitioned between ethyl acetate, aq. sodium bicarbonate, and saline. The organic layers are dried over magnesium sulfate, concentrated, and the crude product is crystallized from dichloromethane/methanol/ethyl acetate to give 2.0... Starting materials: C1(=CC=CC=C1)C1=NC2=CC=CC=C2C(=N1)Cl (2-phenyl-4-chloroquinazoline), OCC1CNCCC1 (3-(hydroxymethyl) piperidine). Run in C(C)(C)O (isopropanol). Yields the product C1(=CC=CC=C1)C1=NC2=CC=CC=C2C(=N1)N1CC(CCC1)CO (1-(2-Phenyl-4-quinazolinyl)-3-piperidinemethanol). The yield is 50.1%. Reaction SMILES: [C:1]1([C:7]2[N:16]=[C:15](Cl)[C:14]3[C:9](=[CH:10][CH:11]=[CH:12][CH:13]=3)[N:8]=2)[CH:6]=[CH:5][CH:4]=[CH:3][CH:2]=1.[OH:18][CH2:19][CH:20]1[CH2:25][CH2:24][CH2:23][NH:22][CH2:21]1>C(O)(C)C>[C:1]1([C:7]2[N:16]=[C:15]([N:22]3[CH2:23][CH2:24][CH2:25][CH:20]([CH2:19][OH:18])[CH2:21]3)[C:14]3[C:9](=[CH:10][CH:11]=[CH:12][CH:13]=3)[N:8]=2)[CH:6]=[CH:5][CH:4]=[CH:3][CH:2]=1. Procedure: A mixture containing 12.3 g (0.05 mole) of 2-phenyl-4-chloroquinazoline, 5.75 g (0.05 mole) 3-(hydroxymethyl) piperidine and 200 ml isopropanol was refluxed for 11/2 hrs. The resulting reaction mixture was filtered after standing at room temperature for 11/2 hrs. The white crystalline solid obtained from the filtration was recrystallized with methanol and water to give 8.0 g of the title compound, m.p. 116°-118° C. The reactants are CCO, Cl, NO, c1ccncc1, O=Cc1ccc2c(c1)ncn2-c1cccc(COCc2ccccn2)c1. Reaction SMILES: [CH3:36][CH2:37][OH:38].[ClH:33].[NH2:34][OH:35].[cH:27]1[cH:28][cH:29][n:30][cH:31][cH:32]1.[n:1]1[c:2]([CH2:7][O:8][CH2:9][c:10]2[cH:11][c:12](-[n:16]3[cH:17][n:18][c:19]4[c:20]3[cH:21][cH:22][c:23]([CH:25]=[O:26])[cH:24]4)[cH:13][cH:14][cH:15]2)[cH:3][cH:4][cH:5][cH:6]1>>[n:1]1[c:2]([CH2:7][O:8][CH2:9][c:10]2[cH:11][c:12](-[n:16]3[cH:17][n:18][c:19]4[c:20]3[cH:21][cH:22][c:23]([CH:25]=[N:34][OH:35])[cH:24]4)[cH:13][cH:14][cH:15]2)[cH:3][cH:4][cH:5][cH:6]1. The product is ON=Cc1ccc2c(c1)ncn2-c1cccc(COCc2ccccn2)c1. Reactants: [Cl-].[NH4+] (ammonium chloride), C(C)(=O)O (acetic acid), C[O-].[Na+] (sodium methanolate), [Cl-].[NH4+] (ammonium chloride), C(C)(=O)O (acetic acid), CN(C1=CC(=NN1CC1=C(C=CC=C1)F)C#N)C (5-(dimethylamino)-1-(2-fluorobenzyl)-1H-pyrazole-3-carbonitrile). Solvent: CO (methanol), CO (methanol). Conditions: time 1 hour. Yields the product Cl.CN(C1=CC(=NN1CC1=C(C=CC=C1)F)C(N)=N)C (5-(dimethylamino)-1-(2-fluorobenzyl)-1H-pyrazole-3-carboximidamide hydrochloride). RXN SMILES: C[O-].[Na+].[CH3:4][N:5]([CH3:21])[C:6]1[N:10]([CH2:11][C:12]2[CH:17]=[CH:16][CH:15]=[CH:14][C:13]=2[F:18])[N:9]=[C:8]([C:19]#[N:20])[CH:7]=1.[Cl-:22].[NH4+:23].C(O)(=O)C>CO>[ClH:22].[CH3:4][N:5]([CH3:21])[C:6]1[N:10]([CH2:11][C:12]2[CH:17]=[CH:16][CH:15]=[CH:14][C:13]=2[F:18])[N:9]=[C:8]([C:19](=[NH:23])[NH2:20])[CH:7]=1 |f:0.1,3.4,7.8|. Procedure: 356 mg of sodium methanolate (6.60 mmol, 4.0 eq.) were dissolved in 10 mL of methanol. 403 mg of 5-(dimethylamino)-1-(2-fluorobenzyl)-1H-pyrazole-3-carbonitrile 1-11-1 (1.65 mmol, 1.0 eq.) were dissolved in 20 mL of methanol and added dropwise. The mixture was stirred for one hour at rt. 111.2 mg of ammonium chloride (2.08 mmol, 1.26 eq.) and 377 μL of 100% acetic acid (6.60 mmol, 4.0 eq.) were added and stirred under reflux for 24 hours. 111 mg of ammonium chloride (2.08 mmol, 1.26 eq.) and 377...